This data is from the Open Reaction Database (ORD), a public repository of structured organic reaction records. The task is: describe an organic reaction: reactants, conditions, products, and yield The reactants are BrCC(C)(C)C (1-bromo-2,2-dimethylpropane), [Mg] (magnesium), BrC=1C(=NC=CC1)OC (3-bromo-2-methoxypyridine), [Cl-].[NH4+] (ammonium chloride). Reagents/catalysts: CC(C)C1=C(C(=CC=C1)C(C)C)N2CC[N+](=[C-]2)C3=C(C=CC=C3C(C)C)C(C)C (SIPr). Solvent: C(C)OCC (diethyl ether), C1CCOC1 (THF). Conditions: time 30 minute. Product: crude product, COC1=NC=CC=C1CC(C)(C)C (2-methoxy-3-neopentylpyridine). Reaction SMILES: Br[CH2:2][C:3]([CH3:6])([CH3:5])[CH3:4].[Mg].Br[C:9]1[C:10]([O:15][CH3:16])=[N:11][CH:12]=[CH:13][CH:14]=1.[Cl-].[NH4+]>C(OCC)C.C1COCC1.CC(C1C=CC=C(C(C)C)C=1N1[C-]=[N+](C2C(C(C)C)=CC=CC=2C(C)C)CC1)C>[CH3:16][O:15][C:10]1[C:9]([CH2:2][C:3]([CH3:6])([CH3:5])[CH3:4])=[CH:14][CH:13]=[CH:12][N:11]=1 |f:3.4|. Procedure: Under an argon atmosphere, a solution of 1-bromo-2,2-dimethylpropane (14.8 mL) in diethyl ether (120 mL) was added dropwise to magnesium (3.15 g) at a slow refluxing rate. The reaction mixture was heated under reflux for 30 min, and the obtained solution was added dropwise to a solution of 3-bromo-2-methoxypyridine (4.43 g) and PEPPSI™-SIPr (trade name) (805 mg) in THF (80 mL) at room temperature. The reaction mixture was stirred at room temperature for 30 min, and saturated aqueous ammonium chl... Starting materials: [H-].[Na+] (sodium hydride), C1(=CC=CC2=CC=CC=C12)O (1-naphthol), Cl.ClCCC=1N=CNC1 (4-(2-chloroethyl)-1H-imidazole hydrochloride). Reagents/catalysts: [I-].C(CCC)[N+](CCCC)(CCCC)CCCC (tetrabutylammonium iodide). The solvent is CN(C=O)C (dimethylformamide). Run at time 1 hour. Product: C1(=CC=CC2=CC=CC=C12)OCCC=1N=CNC1 (4-[2-(1-Naphthyloxy)ethyl]-1H-imidazole). RXN SMILES: [H-].[Na+].[C:3]1([OH:13])[C:12]2[C:7](=[CH:8][CH:9]=[CH:10][CH:11]=2)[CH:6]=[CH:5][CH:4]=1.Cl.Cl[CH2:16][CH2:17][C:18]1[N:19]=[CH:20][NH:21][CH:22]=1>CN(C)C=O.[I-].C([N+](CCCC)(CCCC)CCCC)CCC>[C:3]1([O:13][CH2:16][CH2:17][C:18]2[N:19]=[CH:20][NH:21][CH:22]=2)[C:12]2[C:7](=[CH:8][CH:9]=[CH:10][CH:11]=2)[CH:6]=[CH:5][CH:4]=1 |f:0.1,3.4,6.7|. Procedure: 240 mg (60% in oil, 6 mmol) of sodium hydride are added to a solution of 1.73 g (12 mmol) of 1-naphthol in 10 ml of dimethylformamide. The mixture is stirred at room temperature for 1 hour under nitrogen. 200 mg (1.2 mmol) of 4-(2-chloroethyl)-1H-imidazole hydrochloride and tetrabutylammonium iodide (catalytic amount) are added. The mixture is heated at 100° C. for 3 days and the solvent is then evaporated under reduced pressure. The remaining oily residue is taken up in dichloromethane and an a... The reactants are CCO, [K+], CC(O)(CC(N)=O)c1ccc(Oc2ccccc2)cc1, [OH-]. Product: CC(O)(CC(=O)O)c1ccc(Oc2ccccc2)cc1. Reaction SMILES: [CH3:23][CH2:24][OH:25].[K+:22].[O:1]([c:2]1[cH:3][cH:4][cH:5][cH:6][cH:7]1)[c:8]1[cH:9][cH:10][c:11]([C:14]([CH2:15][C:16](=[O:17])[NH2:18])([CH3:19])[OH:20])[cH:12][cH:13]1.[OH-:21]>>[O:1]([c:2]1[cH:3][cH:4][cH:5][cH:6][cH:7]1)[c:8]1[cH:9][cH:10][c:11]([C:14]([CH2:15][C:16](=[O:17])[OH:21])([CH3:19])[OH:20])[cH:12][cH:13]1. Reactants: CC1=C(SC=C1)C=O (3-methylthiophene-2-aldehyde), NC1=NNC=C1 (3-aminopyrazole), O=C(CC(=O)OCC)CCC (ethyl 3-ketohexanoate). The product is CC1=C(SC=C1)C1C=2C(NC(=C1C(=O)OCC)CCC)=NNC2 (Ethyl 4,7-dihydro-4-(3-methylthiophen-2-yl)-6-propyl-2H-pyrazolo[3,4-b]pyridine-5-carboxylate). RXN SMILES: [CH3:1][C:2]1[CH:6]=[CH:5][S:4][C:3]=1[CH:7]=O.[NH2:9][C:10]1[CH:14]=[CH:13][NH:12][N:11]=1.O=[C:16]([CH2:23][CH2:24][CH3:25])[CH2:17][C:18]([O:20][CH2:21][CH3:22])=[O:19]>>[CH3:1][C:2]1[CH:6]=[CH:5][S:4][C:3]=1[CH:7]1[C:17]([C:18]([O:20][CH2:21][CH3:22])=[O:19])=[C:16]([CH2:23][CH2:24][CH3:25])[NH:9][C:10]2=[N:11][NH:12][CH:13]=[C:14]12. Reported procedure: The title compound was prepared from 3-methylthiophene-2-aldehyde, 3-aminopyrazole and ethyl 3-ketohexanoate in the same manner as in Example 25. The reactants are COC(=O)Cc1ccc([N+](=O)[O-])c(Br)c1, CC(=O)O, CO, [Fe], O. The product is COC(=O)Cc1ccc(N)c(Br)c1. As a reaction SMILES: [Br:1][c:2]1[cH:3][c:4]([CH2:11][C:12](=[O:13])[O:14][CH3:15])[cH:5][cH:6][c:7]1[N+:8]([O-:9])=[O:10].[C:16]([OH:17])(=[O:18])[CH3:19].[CH3:20][OH:21].[Fe:23].[OH2:22]>>[Br:1][c:2]1[cH:3][c:4]([CH2:11][C:12](=[O:13])[O:14][CH3:15])[cH:5][cH:6][c:7]1[NH2:8]. Reactants: C(C)OC(C(CCCC)Br)=O (2-bromohexanoic acid ethyl ester), NC(=S)N (thiourea). Solvent: C(C)O (ethanol). Product: O.C(CCC)C1C(NC(S1)=N)=O (5-Butyl-2-imino-4-thiazolidinone hydrate). The yield is 1.9%. RXN SMILES: C([O:3][C:4](=O)[CH:5](Br)[CH2:6][CH2:7][CH2:8][CH3:9])C.[NH2:12][C:13]([NH2:15])=[S:14]>C(O)C>[OH2:3].[CH2:6]([CH:5]1[S:14][C:13](=[NH:12])[NH:15][C:4]1=[O:3])[CH2:7][CH2:8][CH3:9] |f:3.4|. Reported procedure: A mixture of 100 g (0.44 mole) of 2-bromohexanoic acid ethyl ester (Aldrich) and 39.0 g (0.51 mole) of thiourea (Baker) in 600 mL of ethanol was stirred and heated on a steam bath for 2 hr. The solvent was evaporated under reduced pressure to leave a solid residue. A 1.0 g sample of this solid was recrystallized from ethanol-water to yield 0.8 g title compound as a white solid, mp 179°-182° C. (lit, mp 183° C., J. Amer. Chem. Soc. 49, 2064 (1927)).